Dataset: the Open Reaction Database (ORD), a public repository of structured organic reaction records. Task: describe an organic reaction: reactants, conditions, products, and yield Starting materials: CN, [Cu]I, CC(C)(C)N1C(=O)N(c2ccc(F)c(N)c2)Cc2cnc(Cl)cc21. The product is CNc1cc2c(cn1)CN(c1ccc(F)c(N)c1)C(=O)N2C(C)(C)C. RXN SMILES: [CH3:25][NH2:26].[Cu:27][I:28].[NH2:1][c:2]1[cH:3][c:4]([N:9]2[C:10](=[O:24])[N:11]([C:20]([CH3:21])([CH3:22])[CH3:23])[c:12]3[c:13]([cH:15][n:16][c:17]([Cl:19])[cH:18]3)[CH2:14]2)[cH:5][cH:6][c:7]1[F:8]>>[NH2:1][c:2]1[cH:3][c:4]([N:9]2[C:10](=[O:24])[N:11]([C:20]([CH3:21])([CH3:22])[CH3:23])[c:12]3[c:13]([cH:15][n:16][c:17]([NH:26][CH3:25])[cH:18]3)[CH2:14]2)[cH:5][cH:6][c:7]1[F:8]. The reactants are FC1(CN(CC[C@@H]1C1=CC=C(C=C1)OC)C(=O)OC(C)(C)C)F ((R)-t-butyl 3,3-difluoro-4-(4-methoxyphenyl)piperidine-1-carboxylate), C(=O)(C(F)(F)F)O (TFA). Solvent: C(Cl)Cl (DCM). Conditions: time 2 hour. The product is FC(C(=O)O)(F)F.FC1(CNCCC1C1=CC=C(C=C1)OC)F (3,3-difluoro-4-(4-methoxyphenyl)piperidine trifluoroacetate). Yield: 100.0%. RXN SMILES: [F:1][C:2]1([F:23])[C@@H:7]([C:8]2[CH:13]=[CH:12][C:11]([O:14][CH3:15])=[CH:10][CH:9]=2)[CH2:6][CH2:5][N:4](C(OC(C)(C)C)=O)[CH2:3]1.[C:24]([OH:30])([C:26]([F:29])([F:28])[F:27])=[O:25]>C(Cl)Cl>[F:27][C:26]([F:29])([F:28])[C:24]([OH:30])=[O:25].[F:23][C:2]1([F:1])[CH:7]([C:8]2[CH:13]=[CH:12][C:11]([O:14][CH3:15])=[CH:10][CH:9]=2)[CH2:6][CH2:5][NH:4][CH2:3]1 |f:3.4|. Procedure details: To a solution of (R)-t-butyl 3,3-difluoro-4-(4-methoxyphenyl)piperidine-1-carboxylate (65 mg, 0.2 mmol) in DCM (0.8 mL) was added TFA (0.4 mL, 5.2 mmol) at rt. The mixture was stirred for 2 h, then concentrated to dryness in vacuo to afford crude 3,3-difluoro-4-(4-methoxyphenyl)piperidine trifluoroacetate (67.8 mg, 0.2 mmol, 100% yield), which was used in step G without further purification. Reaction SMILES: [CH2:1]([NH2:8])[C:2]1[CH:7]=[CH:6][CH:5]=[CH:4][CH:3]=1.C(O)(=O)C.C(O[BH-](OC(=O)C)OC(=O)C)(=O)C.[Na+].[O:27]1[CH:31]=[CH:30][C:29]([CH:32]=O)=[CH:28]1.[OH-].[Na+]>ClC(Cl)C>[CH2:1]([NH:8][CH2:32][C:29]1[CH:30]=[CH:31][O:27][CH:28]=1)[C:2]1[CH:7]=[CH:6][CH:5]=[CH:4][CH:3]=1 |f:2.3,5.6|. Reaction conditions: time 16 hour. Reactants: C(C)(=O)O (acetic acid), C(C)(=O)O[BH-](OC(C)=O)OC(C)=O.[Na+] (sodium triacetoxyborohydride), O1C=C(C=C1)C=O (3-furaldehyde), [OH-].[Na+] (Sodium hydroxide), C(C1=CC=CC=C1)N (Benzylamine). Procedure details: Benzylamine (16 g, 150 mmol) was dissolved in dichloroethane (320 ml), and the solution was mixed with acetic acid (77 ml, 1.3 mol), sodium triacetoxyborohydride (57 g, 590 mmol) and 3-furaldehyde (13 g, 130 mmol) and stirred at room temperature for 16 hours. 5 N Sodium hydroxide aqueous solution was added to the reaction solution until it became basic, and the reaction product was extracted with ethyl acetate. The organic layer was washed with saturated brine and then dried with anhydrous magne... The product is C(C1=CC=CC=C1)NCC1=COC=C1 (N-Benzyl-3-furylmethylamine). Run in ClC(C)Cl (dichloroethane). Yields the product OCCN1CCC(Oc2ccc3[nH]ncc3c2)CC1. RXN SMILES: [Br:17][CH2:18][CH2:19][OH:20].[C:21](=[O:22])([O-:23])[O-:24].[CH3:27][N:28]([CH3:29])[CH:30]=[O:31].[K+:25].[K+:26].[NH:1]1[CH2:2][CH2:3][CH:4]([O:7][c:8]2[cH:9][c:10]3[cH:11][n:12][nH:13][c:14]3[cH:15][cH:16]2)[CH2:5][CH2:6]1>>[N:1]1([CH2:18][CH2:19][OH:20])[CH2:2][CH2:3][CH:4]([O:7][c:8]2[cH:9][c:10]3[cH:11][n:12][nH:13][c:14]3[cH:15][cH:16]2)[CH2:5][CH2:6]1. Starting materials: OCCBr, O=C([O-])[O-], CN(C)C=O, [K+], [K+], c1cc2[nH]ncc2cc1OC1CCNCC1. Reactants: C1=CC=CC=2SC3=CC=CC=C3NC12 (phenothiazine), C(C(=C)C)(=O)OCC=C (allyl methacrylate), Cl[SiH](Cl)Cl (trichlorosilane), CCCCCCCCCCCCCCCCCCOC(=O)CCSCCC(=O)OCCCCCCCCCCCCCCCCCC (ANTAGE STDP-N), obtained product. Run at temperature 150 celsius. Yields the product C(C(=C)C)(=O)OCCC[Si](Cl)(Cl)Cl (methacryloxypropyl trichlorosilane). RXN SMILES: [C:1]([O:6][CH2:7][CH:8]=[CH2:9])(=[O:5])[C:2]([CH3:4])=[CH2:3].[Cl:10][SiH:11]([Cl:13])[Cl:12].C1C2NC3C(=CC=CC=3)SC=2C=CC=1.CCCCCCCCCCCCCCCCCCOC(CCSCCC(OCCCCCCCCCCCCCCCCCC)=O)=O>>[C:1]([O:6][CH2:7][CH2:8][CH2:9][Si:11]([Cl:13])([Cl:12])[Cl:10])(=[O:5])[C:2]([CH3:4])=[CH2:3]. Procedure details: A methacryloxypropyl trichlorosilane was synthesized by a known method where allyl methacrylate and trichlorosilane were used as starting materials. 20 g of the obtained product and 5 mg of a styrenated phenothiazine (ANTAGE STDP-N, molecular weight was 407.6; the product of Kawaguchi Chemical Company, Ltd.) was sealed in a bottle with a threaded cap and heated in a 150° C. oil bath. The obtained product was not gelled and maintained flowability even 20 hours after the above-described treatment. The reactants are Cc1ccccc1CBr, CC(C)(C)OC(=O)N1CCC(C(=O)OCc2ccccc2)CC1, C1CCOC1, [Na]. Yields the product Cc1ccccc1CC1(C(=O)OCc2ccccc2)CCN(C(=O)OC(C)(C)C)CC1. RXN SMILES: [Br:25][CH2:26][c:27]1[c:28]([CH3:33])[cH:29][cH:30][cH:31][cH:32]1.[CH2:1]([c:2]1[cH:3][cH:4][cH:5][cH:6][cH:7]1)[O:8][C:9]([CH:10]1[CH2:11][CH2:12][N:13]([C:16](=[O:17])[O:18][C:19]([CH3:20])([CH3:21])[CH3:22])[CH2:14][CH2:15]1)=[O:23].[CH2:34]1[O:35][CH2:36][CH2:37][CH2:38]1.[Na:24]>>[CH2:1]([c:2]1[cH:3][cH:4][cH:5][cH:6][cH:7]1)[O:8][C:9]([C:10]1([CH2:26][c:27]2[c:28]([CH3:33])[cH:29][cH:30][cH:31][cH:32]2)[CH2:11][CH2:12][N:13]([C:16](=[O:17])[O:18][C:19]([CH3:20])([CH3:21])[CH3:22])[CH2:14][CH2:15]1)=[O:23].